This data is from the Open Reaction Database (ORD), a public repository of structured organic reaction records. The task is: describe an organic reaction: reactants, conditions, products, and yield Starting materials: C([O-])(O)=O.[Na+] (sodium bicarbonate), C(C)(C)(C)OC(C(C(C)C)N(C)S(=O)(=O)C1=CC=C(C=C1)OC)=O (2-[(4-Methoxy-benzenesulfonyl)-methyl-amino]-3-methyl-butyric Acid tert-Butyl Ester), solution, B(Br)(Br)Br (boron tribromide). Run in ClCCl (dichloromethane), ClCCl (dichloromethane). Reaction conditions: time 0.5 hour. The product is OC1=CC=C(C=C1)S(=O)(=O)N([C@@H](C(=O)O)C(C)C)C ((2R)-2-[(4-Hydroxy-benzenesulfonyl)-methyl-amino]-3-methyl-butyric Acid). Yield: 47.6%. Reaction SMILES: C([O:5][C:6](=[O:24])[CH:7]([N:11]([S:13]([C:16]1[CH:21]=[CH:20][C:19]([O:22]C)=[CH:18][CH:17]=1)(=[O:15])=[O:14])[CH3:12])[CH:8]([CH3:10])[CH3:9])(C)(C)C.B(Br)(Br)Br.C(=O)(O)[O-].[Na+]>ClCCl>[OH:22][C:19]1[CH:20]=[CH:21][C:16]([S:13]([N:11]([CH3:12])[C@H:7]([CH:8]([CH3:9])[CH3:10])[C:6]([OH:24])=[O:5])(=[O:15])=[O:14])=[CH:17][CH:18]=1 |f:2.3|. Procedure: To a 0° solution of 0.707 g (1.980 mmol) of the product of Example 5 in 50 mL of dichloromethane was added 9.4 mL (9.395 mmol) of a 1.0M solution of boron tribromide in dichloromethane. The resulting mixture was stirred at 0° for 0.5 h and then warmed to room temperature and stirred for an additional 4 h. The reaction mixture was then poured into a saturated sodium bicarbonate solution and extracted with dichloromethane. The aqueous layer was acidified with 5% HCl solution and extracted with dic...